From a dataset of the Open Reaction Database (ORD), a public repository of structured organic reaction records. describe an organic reaction: reactants, conditions, products, and yield The reactants are IC (iodomethane), C(C1=CC=CC=C1)C(C(=O)[O-])N1C(OCC1)=O (Benzyl(2-oxo-1,3-oxazolidin-3-yl)acetate), solution, C(C)(C)[N-]C(C)C.[Li+] (lithium diisopropylamide), C1CCOC1 (THF), C1CCOC1 (THF). Conditions: temperature -78 celsius, time 15 minute. Yields the product O=C1OCCN1C(C(=O)OCC1=CC=CC=C1)C (Benzyl 2-(2-oxo-1,3-oxazolidin-3-yl)propanoate). Yield: 70.0%. Reaction SMILES: [CH2:1]([CH:8]([N:12]1[CH2:16][CH2:15][O:14][C:13]1=[O:17])[C:9]([O-:11])=[O:10])C1C=CC=CC=1.[CH:18]([N-]C(C)C)([CH3:20])[CH3:19].[Li+].IC.[CH2:28]1[CH2:32]O[CH2:30][CH2:29]1>>[O:17]=[C:13]1[N:12]([CH:8]([CH3:1])[C:9]([O:11][CH2:30][C:29]2[CH:20]=[CH:18][CH:19]=[CH:32][CH:28]=2)=[O:10])[CH2:16][CH2:15][O:14]1 |f:1.2|. Reported procedure: To a stirred solution of 0.50 g (2.1 mmol) of benzyl (2-oxo-1,3-oxazolidin-3-yl)acetate from step A above in 15 mL of anhydrous THF at −78° C. under an atmosphere of nitrogen was added 1.2 mL (2.4 mmol) of a 2.0 M solution of lithium diisopropylamide in anhydrous THF. The resulting yellow solution was stirred for 15 min at −78° C. and then 0.0360 g (2.55 mmol) of iodomethane was added. The resulting mixture was stirred for 2 h with gradual warming to ambient temperature then quenched with a satu... Reaction conditions: time 1 hour. Reactants: CC(C#C)(OC=1C=CC=2C(C3=CC=CC=C3OC2C1OC(C#C)(C)C)=O)C (3,4-bis-(1,1-dimethyl-prop-2-ynyloxy)-xanthen-9-one). As a reaction SMILES: [CH3:1][C:2]([CH3:27])([O:5][C:6]1[CH:7]=[CH:8][C:9]2[C:10](=[O:26])[C:11]3[C:16]([O:17][C:18]=2[C:19]=1[O:20][C:21]([CH3:25])([CH3:24])[C:22]#[CH:23])=[CH:15][CH:14]=[CH:13][CH:12]=3)[C:3]#[CH:4]>CO.[Pd]>[CH3:1][C:2]([CH3:27])([O:5][C:6]1[CH:7]=[CH:8][C:9]2[C:10](=[O:26])[C:11]3[C:16]([O:17][C:18]=2[C:19]=1[O:20][C:21]([CH3:25])([CH3:24])[CH:22]=[CH2:23])=[CH:15][CH:14]=[CH:13][CH:12]=3)[CH:3]=[CH2:4]. Isolated yield 77.5%. Product: CC(C=C)(OC=1C=CC=2C(C3=CC=CC=C3OC2C1OC(C=C)(C)C)=O)C (3,4-Bis-(1,1-dimethyl-allyloxy)-xanthen-9-one). Reagents/catalysts: [Pd] (Pd). Run in CO (methanol). Procedure details: To a solution of 3,4-bis-(1,1-dimethyl-prop-2-ynyloxy)-xanthen-9-one (318 mg, 0.882 mmol) in methanol (25 mL) was added Lindlar's catalsyt (Pd, 5 wt % on calcium carbonate, 75 mg) under hydrogen (1 atm). The mixture was stirred at room temperature for 1 h, then the mixture was filtered through a syringe filter and the solvent was evaporated. The residue was purified by column chromatography (SiO2, EtOAc:hexanes/10-25%) to give the product as a white solid (249 mg, 77%): 1H NMR (CDCl3,300 MHz) δ ... Starting materials: C(C1=CC=CC=C1)(=O)Cl (benzoyl chloride), NC1=NNC2=CC=C(C=C12)[N+](=O)[O-] (3-amino-5-nitro-1H-indazole), N1=CC=CC=C1 (pyridine). Solvent: O (water). Reaction conditions: time 18 hour. The product is [N+](=O)([O-])C=1C=C2C(=NNC2=CC1)NC(C1=CC=CC=C1)=O (N-(5-nitro-1H-indazol-3-yl)benzamide). As a reaction SMILES: [C:1](Cl)(=[O:8])[C:2]1[CH:7]=[CH:6][CH:5]=[CH:4][CH:3]=1.[NH2:10][C:11]1[C:19]2[C:14](=[CH:15][CH:16]=[C:17]([N+:20]([O-:22])=[O:21])[CH:18]=2)[NH:13][N:12]=1.N1C=CC=CC=1>O>[N+:20]([C:17]1[CH:18]=[C:19]2[C:14](=[CH:15][CH:16]=1)[NH:13][N:12]=[C:11]2[NH:10][C:1](=[O:8])[C:2]1[CH:7]=[CH:6][CH:5]=[CH:4][CH:3]=1)([O-:22])=[O:21]. Procedure: N-(5-Nitro-1H-indazol-3-yl)benzamide can be obtained in the following way: 0.39 ml of benzoyl chloride is added dropwise to a solution, cooled to 0° C., of 0.6 g of 3-amino-5-nitro-1H-indazole and of 5 ml of pyridine. The medium is brought back to a temperature in the region of 20° C. and maintained with stirring for 18 hours. After addition of 20 ml of distilled water, the medium is extracted with 20 ml and 10 ml of ethyl acetate. The organic phases are pooled, dried over magnesium sulfate, fil... Starting materials: CC(C)(C)OC(=O)Nc1cc(COC2CCCCO2)c(C#Cc2ccc(F)cc2)cc1[N+](=O)[O-], CC(C)(C)OC(=O)Nc1cc(CO)c(C#Cc2ccc(F)cc2)cc1[N+](=O)[O-], Cc1ccc(S(=O)(=O)O)cc1, ClCCl, C1=COCCC1, O. The product is CC(C)(C)OC(=O)Nc1cc(COC2CCCCO2)c(C#Cc2ccc(F)cc2)cc1N. Reaction SMILES: [C:1]([CH3:2])([CH3:3])([CH3:4])[O:5][C:6]([NH:7][c:8]1[c:9]([N+:31]([O-:32])=[O:33])[cH:10][c:11]([C:22]#[C:23][c:24]2[cH:25][cH:26][c:27]([F:30])[cH:28][cH:29]2)[c:12]([CH2:14][O:15][CH:16]2[O:17][CH2:18][CH2:19][CH2:20][CH2:21]2)[cH:13]1)=[O:34].[C:35]([O:36][C:37](=[O:38])[NH:39][c:40]1[cH:41][c:42]([CH2:43][OH:44])[c:45]([C:46]#[C:47][c:48]2[cH:49][cH:50][c:51]([F:52])[cH:53][cH:54]2)[cH:55][c:56]1[N+:57]([O-:58])=[O:59])([CH3:60])([CH3:61])[CH3:62].[CH3:69][c:70]1[cH:71][cH:72][c:73]([S:74]([OH:75])(=[O:76])=[O:77])[cH:78][cH:79]1.[Cl:81][CH2:82][Cl:83].[O:63]1[CH:64]=[CH:65][CH2:66][CH2:67][CH2:68]1.[OH2:80]>>[C:1]([CH3:2])([CH3:3])([CH3:4])[O:5][C:6]([NH:7][c:8]1[c:9]([NH2:31])[cH:10][c:11]([C:22]#[C:23][c:24]2[cH:25][cH:26][c:27]([F:30])[cH:28][cH:29]2)[c:12]([CH2:14][O:15][CH:16]2[O:17][CH2:18][CH2:19][CH2:20][CH2:21]2)[cH:13]1)=[O:34]. The reactants are CN1C(CCC1)=O (N-methylpyrrolidone), NC1=CC(=NC=C1F)F (4-amino-2,5-difluoropyridine), C(C1=CC=CC=C1)N (benzylamine). The solvent is C(Cl)(Cl)Cl (chloroform). Product: C(C1=CC=CC=C1)NC1=NC=C(C(=C1)N)F (2-benzylamino-4-amino-5-fluoropyridine). Isolated yield 58.4%. Reaction SMILES: CN1CCCC1=O.[NH2:8][C:9]1[C:14]([F:15])=[CH:13][N:12]=[C:11](F)[CH:10]=1.[CH2:17]([NH2:24])[C:18]1[CH:23]=[CH:22][CH:21]=[CH:20][CH:19]=1>C(Cl)(Cl)Cl>[CH2:17]([NH:24][C:11]1[CH:10]=[C:9]([NH2:8])[C:14]([F:15])=[CH:13][N:12]=1)[C:18]1[CH:23]=[CH:22][CH:21]=[CH:20][CH:19]=1. Procedure: To 1 ml of N-methylpyrrolidone was added 410 mg of 4-amino-2,5-difluoropyridine together with 930 mg of benzylamine, and the mixture was allowed to react in nitrogen atmosphere at 150° C. for 3 days and allowed to cool. After adding 30 ml of chloroform, the mixture was washed twice with 300 ml of distilled water. The chloroform layer was dried over anhydrous magnesium sulfate and concentrated under reduced pressure. The residue was subjected to column chromatography (silica gel, 15 g; eluent: ch...